From a dataset of the Open Reaction Database (ORD), a public repository of structured organic reaction records. describe an organic reaction: reactants, conditions, products, and yield The reactants are ICCN1C=C(C2=NC(=C(C=C21)OC)OC)C2=CC=1C(=NC=CC1)N2S(=O)(=O)C2=CC=C(C=C2)C (1-(2-Iodoethyl)-5,6-dimethoxy-3-[1-(toluene-4-sulfonyl)-1H-pyrrolo[2,3-b]pyridin-2-yl]-1H-pyrrolo[3,2-b]-pyridine), N1CCOCC1 (morpholine), C(=O)([O-])[O-].[K+].[K+] (K2CO3), N1CCOCC1 (morpholine). Yields the product COC1=C(C=C2C(=N1)C(=CN2CCN2CCOCC2)C2=CC=1C(=NC=CC1)N2S(=O)(=O)C2=CC=C(C=C2)C)OC (5,6-Dimethoxy-1-(2-morpholin-4-yl-ethyl)-3-[1-(toluene-4-sulfonyl)-1H-pyrrolo[2,3-b]pyridin-2-yl]-1H-pyrrolo[3,2-b]pyridine). The yield is 99.1%. Procedure: Stir bisazaindole iodide 18 (52 mg, 0.0862 mmol), morpholine (1.10 equiv., 8.26 mg, 8.3 μL, 0.0948 mmol) and K2CO3 (13 mg, 0.0942 mmol), with heating at 60° C. in CH3CN (6 mL) under N2, for 24. LC-MS shows that the reaction is only 50% complete. Add extra morpholine (17 μL) and continue stirring at 60° C. After 48 h, the reaction medium is concentrated under vacuum and the residue is submitted to flash chromatography to give 19 (48 mg, 99%) as a white solid: 1H NMR (CDCl3) δ 8.38 (dd, 1H, J=4.5,... Run in CC#N (CH3CN). Reaction SMILES: I[CH2:2][CH2:3][N:4]1[C:12]2[C:7](=[N:8][C:9]([O:15][CH3:16])=[C:10]([O:13][CH3:14])[CH:11]=2)[C:6]([C:17]2[N:25]([S:26]([C:29]3[CH:34]=[CH:33][C:32]([CH3:35])=[CH:31][CH:30]=3)(=[O:28])=[O:27])[C:20]3=[N:21][CH:22]=[CH:23][CH:24]=[C:19]3[CH:18]=2)=[CH:5]1.[NH:36]1[CH2:41][CH2:40][O:39][CH2:38][CH2:37]1.C([O-])([O-])=O.[K+].[K+]>CC#N>[CH3:16][O:15][C:9]1[N:8]=[C:7]2[C:6]([C:17]3[N:25]([S:26]([C:29]4[CH:30]=[CH:31][C:32]([CH3:35])=[CH:33][CH:34]=4)(=[O:28])=[O:27])[C:20]4=[N:21][CH:22]=[CH:23][CH:24]=[C:19]4[CH:18]=3)=[CH:5][N:4]([CH2:3][CH2:2][N:36]3[CH2:41][CH2:40][O:39][CH2:38][CH2:37]3)[C:12]2=[CH:11][C:10]=1[O:13][CH3:14] |f:2.3.4|. Conditions: temperature 60 celsius, time 48 hour. Starting materials: S1C=C(C=C1)C(=O)O (3-thiophenecarboxylic acid), pyridinium bromide perbromide, ice water. Solvent: C(C)(=O)O (acetic acid). Run at temperature 45 celsius, time 48 hour. The product is BrC1=CC(=CS1)C(=O)O (5-bromo-3-thiophenecarboxylic acid). Yield: 95.6%. As a reaction SMILES: [S:1]1[CH:5]=[CH:4][C:3]([C:6]([OH:8])=[O:7])=[CH:2]1.C1C=C[NH+]=CC=1.[Br:15][Br-]Br>C(O)(=O)C>[Br:15][C:5]1[S:1][CH:2]=[C:3]([C:6]([OH:8])=[O:7])[CH:4]=1 |f:1.2|. Procedure: A mixture of 3-thiophenecarboxylic acid (12.81 g), pyridinium bromide perbromide (35.54 g) and acetic acid (50 ml) was stirred at 45° C. for 48 hours. The mixture was poured into ice-water and precipitated crystals were collected by filtration. The crystals were dissolved in ethyl acetate, dried over anhydrous magnesium sulfate and concentrated under reduced pressure to give 5-bromo-3-thiophenecarboxylic acid (19.78 g) as crystals. The reactants are ClC1=NC=C(C=C1Cl)COC (2,3-Dichloro-5-methoxymethyl-pyridine), C[C@H]1NCCNC1 ((R)-(−)-2-methyl-piperazine). Product: ClC=1C(=NC=C(C1)COC)N1C[C@H](NCC1)C ((3R)-1-(3-Chloro-5-methoxymethyl-pyridin-2-yl)-3-methyl-piperazine). RXN SMILES: Cl[C:2]1[C:7]([Cl:8])=[CH:6][C:5]([CH2:9][O:10][CH3:11])=[CH:4][N:3]=1.[CH3:12][C@@H:13]1[CH2:18][NH:17][CH2:16][CH2:15][NH:14]1>>[Cl:8][C:7]1[C:2]([N:17]2[CH2:16][CH2:15][NH:14][C@H:13]([CH3:12])[CH2:18]2)=[N:3][CH:4]=[C:5]([CH2:9][O:10][CH3:11])[CH:6]=1. Reported procedure: A mixture of 2,3-dichloro-5-methoxymethyl-pyridine from step (a) above (370 mg, 1.93 mmol) and (R)-(−)-2-methyl-piperazine (231 mg, 2.3 mmol, Aldrich) reacted under the condition of Example 3a to give the title compound. MS (ESI, pos. ion) m/z: 256 (M+1). Reactants: BrCCC(=O)NC1=CC=C(C=C1)N (N-(β-bromopropionyl)-p-aminoaniline), Br.BrCCNCCBr (bis(β-bromoethyl)amine monohydrobromide), C([O-])([O-])=O.[K+].[K+] (potassium carbonate). Run in CO (methanol). Yields the product BrCCC(=O)NC1=CC=C(C=C1)N1CCNCC1 (N-(β-bromopropionyl)-p-piperazinylaniline). Isolated yield 29.5%. Reaction SMILES: [Br:1][CH2:2][CH2:3][C:4]([NH:6][C:7]1[CH:12]=[CH:11][C:10]([NH2:13])=[CH:9][CH:8]=1)=[O:5].Br.Br[CH2:16][CH2:17][NH:18][CH2:19][CH2:20]Br.C(=O)([O-])[O-].[K+].[K+]>CO>[Br:1][CH2:2][CH2:3][C:4]([NH:6][C:7]1[CH:12]=[CH:11][C:10]([N:13]2[CH2:20][CH2:19][NH:18][CH2:17][CH2:16]2)=[CH:9][CH:8]=1)=[O:5] |f:1.2,3.4.5|. Procedure: A mixture of 14.0 g of N-(β-bromopropionyl)-p-aminoaniline, 18 g of bis(β-bromoethyl)amine monohydrobromide and 70 ml of methanol was stirred under reflux for 15 hours. After cooling, the reaction mixture was added 3.06 g of potassium carbonate and stirred under reflux for 8 hours. After cooling, crystals which formed were collected by filtration and washed with methanol to give 5.3 g of N-(β-bromopropionyl)-p-piperazinylaniline. Production of the compound was confirmed by IR and NMR spectra. Reactants: BrCCC=C(C1=CC=C(C=C1)OC)C1=CC=C(C=C1)OC (4-bromo-1,1-bis(4-methoxyphenyl)-butene). The reagents and catalysts are [Pd] (palladium-on-charcoal). Solvent: C(C)O (ethanol). The product is BrCCCC(C1=CC=C(C=C1)OC)C1=CC=C(C=C1)OC (4-Bromo-1,1-bis(4-methoxyphenyl)butane). RXN SMILES: [Br:1][CH2:2][CH2:3][CH:4]=[C:5]([C:14]1[CH:19]=[CH:18][C:17]([O:20][CH3:21])=[CH:16][CH:15]=1)[C:6]1[CH:11]=[CH:10][C:9]([O:12][CH3:13])=[CH:8][CH:7]=1>C(O)C.[Pd]>[Br:1][CH2:2][CH2:3][CH2:4][CH:5]([C:14]1[CH:15]=[CH:16][C:17]([O:20][CH3:21])=[CH:18][CH:19]=1)[C:6]1[CH:11]=[CH:10][C:9]([O:12][CH3:13])=[CH:8][CH:7]=1. Procedure details: 44 g (0.127 mol) of 4-bromo-1,1-bis(4-methoxyphenyl)-butene were dissolved in 160 ml of ethanol, 2.8 g of palladium-on-charcoal (10%) were added and hydrogenation was carried out in a shaking vessel at room temperature in the course of about 2 hours. The catalyst was then filtered off with suction, the filtrate was concentrated and the crude product was purified by fractional distillation. 34.4 g of a fraction were obtained at 220°-226° C./-0.2 mm. The reactants are Cl.FC1=CC=C(C=C1)C(C(CC1=CC=C(C=C1)C(F)(F)F)N)=O (1-(4-fluorophenyl)-1-oxo-3-(4-(trifluoromethyl)phenyl)-2-propylamine hydrochloride), O=C1C=C(OC=C1)C(=O)O (4-oxo-4H-pyran-2-carboxylic acid), Cl.C(C)N=C=NCCCN(C)C (1-ethyl-3-(3-dimethylaminopropyl)carbodiimide hydrochloride), ON1N=NC2=C1C=CC=C2 (1-hydroxy-1H-benzotriazole), C1CCC2=NCCCN2CC1 (1,8-diazabicyclo[5.4.0]-7-undecene), Cl (hydrochloric acid). Run in CN(C=O)C (N,N-dimethylformamide), O (water). Conditions: time 8 hour. The product is FC1=CC=C(C=C1)C(C(CC1=CC=C(C=C1)C(F)(F)F)NC(=O)C=1OC=CC(C1)=O)=O (N-(2-(4-fluorophenyl)-2-oxo-1-((4-(trifluoromethyl)phenyl)methyl)ethyl)-4-oxo-4H-pyran-2-carboxamide). Yield: 76.0%. Reaction SMILES: Cl.[F:2][C:3]1[CH:8]=[CH:7][C:6]([C:9](=[O:23])[CH:10]([NH2:22])[CH2:11][C:12]2[CH:17]=[CH:16][C:15]([C:18]([F:21])([F:20])[F:19])=[CH:14][CH:13]=2)=[CH:5][CH:4]=1.[O:24]=[C:25]1[CH:30]=[CH:29][O:28][C:27]([C:31](O)=[O:32])=[CH:26]1.Cl.C(N=C=NCCCN(C)C)C.ON1C2C=CC=CC=2N=N1.C1CCN2C(=NCCC2)CC1.Cl>CN(C)C=O.O>[F:2][C:3]1[CH:4]=[CH:5][C:6]([C:9](=[O:23])[CH:10]([NH:22][C:31]([C:27]2[O:28][CH:29]=[CH:30][C:25](=[O:24])[CH:26]=2)=[O:32])[CH2:11][C:12]2[CH:17]=[CH:16][C:15]([C:18]([F:21])([F:20])[F:19])=[CH:14][CH:13]=2)=[CH:7][CH:8]=1 |f:0.1,3.4|. Procedure: To a solution of 1-(4-fluorophenyl)-1-oxo-3-(4-(trifluoromethyl)phenyl)-2-propylamine hydrochloride (600 mg, 1.73 mmol) and 4-oxo-4H-pyran-2-carboxylic acid (266 mg, 1.90 mmol) in N,N-dimethylformamide (10 ml) were added 1-ethyl-3-(3-dimethylaminopropyl)carbodiimide hydrochloride (496 mg, 2.59 mmol), 1-hydroxy-1H-benzotriazole (396 mg, 2.59 mmol) and 1,8-diazabicyclo[5.4.0]-7-undecene (0.28 ml, 1.90 mmol) and the mixture was stirred overnight. To the reaction solution were added 1N aqueous hydro...